Task: describe an organic reaction: reactants, conditions, products, and yield. Dataset: the Open Reaction Database (ORD), a public repository of structured organic reaction records Product: OCN1N=C(C(=C1)C)C (N-hydroxymethyl-3,4-dimethylpyrazole). Yield: 95.0%. Reactants: CC1=NNC=C1C (3,4-dimethylpyrazole), C=O (formalin). RXN SMILES: [CH3:1][C:2]1[C:6]([CH3:7])=[CH:5][NH:4][N:3]=1.[CH2:8]=[O:9]>CO>[OH:9][CH2:8][N:4]1[CH:5]=[C:6]([CH3:7])[C:2]([CH3:1])=[N:3]1. Procedure details: 96 g (1.0 mol) of 3,4-dimethylpyrazole in 50 ml of methanol were dissolved in 100 g (1.0 mol) of formalin solution (30%) at room temperature. Water and methanol were then evaporated. The title compound remained as a white solid (yield 95%). Solvent: CO (methanol). Yields the product CCOC(=O)c1ccc(-n2ncc(C(=O)NC3C4CC5CC(C4)CC3C5)c2C(C)(C)C)cc1C(F)(F)F. As a reaction SMILES: [CH:1]12[CH:2]([NH:11][C:12](=[O:13])[c:14]3[cH:15][n:16][n:17](-[c:23]4[cH:24][c:25]([C:30]([F:31])([F:32])[F:33])[c:26]([Cl:29])[cH:27][cH:28]4)[c:18]3[C:19]([CH3:20])([CH3:21])[CH3:22])[CH:3]3[CH2:4][CH:5]([CH2:6][CH:7]([CH2:8]1)[CH2:9]3)[CH2:10]2.[CH:34]12[CH2:35][CH:36]3[CH2:37][CH:38]([CH2:39][CH:40]([CH2:41]3)[CH:42]1[NH:43][C:44]([c:45]1[cH:46][n:47][n:48](-[c:49]3[cH:50][cH:51][c:52]([C:60](=[O:61])[O:62][CH2:63][CH3:64])[cH:53][c:54]3[CH3:55])[c:56]1[C:57]([CH3:58])([CH3:59])[CH3:65])=[O:66])[CH2:67]2>>[CH:1]12[CH:2]([NH:11][C:12](=[O:13])[c:14]3[cH:15][n:16][n:17](-[c:23]4[cH:24][c:25]([C:30]([F:31])([F:32])[F:33])[c:26]([C:60](=[O:61])[O:62][CH2:63][CH3:64])[cH:27][cH:28]4)[c:18]3[C:19]([CH3:20])([CH3:21])[CH3:22])[CH:3]3[CH2:4][CH:5]([CH2:6][CH:7]([CH2:8]1)[CH2:9]3)[CH2:10]2. Starting materials: CC(C)(C)c1c(C(=O)NC2C3CC4CC(C3)CC2C4)cnn1-c1ccc(Cl)c(C(F)(F)F)c1, CCOC(=O)c1ccc(-n2ncc(C(=O)NC3C4CC5CC(C4)CC3C5)c2C(C)(C)C)c(C)c1.